This data is from the Open Reaction Database (ORD), a public repository of structured organic reaction records. The task is: describe an organic reaction: reactants, conditions, products, and yield The reactants are C(C)(C)(C)OC(=O)N(CC(=O)O)C (N-tert-butoxycarbonyl-N-methylglycine), CCN=C=NCCCN(C)C.Cl (WSC.HCl), C=1C=CC2=C(C1)N=NN2O (HOBT), resultant mixture, NCC1CC=2C(=C3C=CC(NC3=C(C2)C)=O)O1 (2-Aminomethyl-5-methyl-2,3,6,7-tetrahydrofuro-[2,3-f]quinoline-7-one). Solvent: CN(C=O)C (dimethylformamide). Yields the product C(C)(C)(C)OC(=O)N(CC(=O)NCC1CC=2C(=C3C=CC(NC3=C(C2)C)=O)O1)C (2-(N-tert-Butoxycarbonyl-N-methylglycyl)aminomethyl-5-methyl-2,3,6,7-tetrahydrofuro-[2,3-f]quinoline-7-one). Yield: 69.7%. Reaction SMILES: [NH2:1][CH2:2][CH:3]1[O:17][C:6]2=[C:7]3[C:12](=[C:13]([CH3:15])[CH:14]=[C:5]2[CH2:4]1)[NH:11][C:10](=[O:16])[CH:9]=[CH:8]3.[C:18]([O:22][C:23]([N:25]([CH3:30])[CH2:26][C:27](O)=[O:28])=[O:24])([CH3:21])([CH3:20])[CH3:19].CCN=C=NCCCN(C)C.Cl.C1C=CC2N(O)N=NC=2C=1>CN(C)C=O>[C:18]([O:22][C:23]([N:25]([CH3:30])[CH2:26][C:27]([NH:1][CH2:2][CH:3]1[O:17][C:6]2=[C:7]3[C:12](=[C:13]([CH3:15])[CH:14]=[C:5]2[CH2:4]1)[NH:11][C:10](=[O:16])[CH:9]=[CH:8]3)=[O:28])=[O:24])([CH3:21])([CH3:20])[CH3:19] |f:2.3|. Reported procedure: 2-Aminomethyl-5-methyl-2,3,6,7-tetrahydrofuro-[2,3-f]quinoline-7-one (2.3 g, 10 mmol) was dissolved in dimethylformamide (100 ml) while being cooled on ice. To the obtained mixture, N-tert-butoxycarbonyl-N-methylglycine (2.0 g, 11 mmol), WSC.HCl (2.0 g, 11.0 mmol), and HOBT (1.4 g, 11.0 mmol) were added, and the resultant mixture was stirred at room temperature overnight. The reaction mixture was subjected to distillation under reduced pressure. The resultant residue was extracted with chlorofor...